From a dataset of the Open Reaction Database (ORD), a public repository of structured organic reaction records. describe an organic reaction: reactants, conditions, products, and yield Reactants: Cl.O(C)N (methoxylamine hydrochloride), aqueous solution, [OH-].[Na+] (NaOH), COC=1C=C2CCC(CC2=CC1OC)=O (6,7-dimethoxy-2-tetralone). The solvent is O (Water). Product: COC=1C=C2CCC(CC2=CC1OC)=NOC (6,7-Dimethoxy-2-methoxyimino-1,2,3,4-Tetrahydronaphthalene). Yield: 89.1%. Reaction SMILES: Cl.[O:2]([NH2:4])[CH3:3].[OH-].[Na+].[CH3:7][O:8][C:9]1[CH:10]=[C:11]2[C:16](=[CH:17][C:18]=1[O:19][CH3:20])[CH2:15][C:14](=O)[CH2:13][CH2:12]2>O>[CH3:20][O:19][C:18]1[CH:17]=[C:16]2[C:11](=[CH:10][C:9]=1[O:8][CH3:7])[CH2:12][C:13](=[N:4][O:2][CH3:3])[CH2:14][CH2:15]2 |f:0.1,2.3|. Procedure: A mixture of 0.56 g (6.7 mmol) of methoxylamine hydrochloride and 6.5 ml (6.5 mmol) of a 1 M aqueous solution of NaOH was added to 0.689 g (3.34 mmol) of 6,7-dimethoxy-2-tetralone (IV). While under a nitrogen atmosphere the mixture was warmed to ca. 100° for 15 minutes and then kept at 40° using an infrared lamp for 18 hours. Water was added to the mixture which was then extracted with ether. The combined extracts were dried (MgSO4) and the solvent was removed on a rotary evaporator, affording 0...